Dataset: the Open Reaction Database (ORD), a public repository of structured organic reaction records. Task: describe an organic reaction: reactants, conditions, products, and yield Solvent: C(C)O (ethanol). Procedure details: A solution of (±)-cis-4-(-2-Amino-6-chloro-9H-purin-9-yl)-2-cyclopentene-1-methanol (0.531 g, 2.00 mmol) from Example 4 and morpholine (0.526 g, 6.04 mmol) in ethanol (6 mL) was stirred at reflux for 1 hour. The reaction mixture was allowed to cool to room temperature before the addition of 2 mL of 1.0 N NaOH. Concentration of the mixture afforded the crude product which was purified by elution from a silica gel column using 5% methanol in chloroform (0.62 g, 98%). Crystallization of such a samp... Product: NC1=NC(=C2N=CN(C2=N1)[C@H]1C=C[C@H](C1)CO)N1CCOCC1 ((±)-cis-4-(2-Amino-6-morpholino-9H-purin-9-yl)-2-cyclopentene-1-methanol). The reactants are NC1=NC(=C2N=CN(C2=N1)[C@H]1C=C[C@H](C1)CO)Cl ((±)-cis-4-(-2-Amino-6-chloro-9H-purin-9-yl)-2-cyclopentene-1-methanol), N1CCOCC1 (morpholine), [OH-].[Na+] (NaOH). RXN SMILES: [NH2:1][C:2]1[N:10]=[C:9]2[C:5]([N:6]=[CH:7][N:8]2[C@@H:11]2[CH2:15][C@H:14]([CH2:16][OH:17])[CH:13]=[CH:12]2)=[C:4](Cl)[N:3]=1.[NH:19]1[CH2:24][CH2:23][O:22][CH2:21][CH2:20]1.[OH-].[Na+]>C(O)C>[NH2:1][C:2]1[N:10]=[C:9]2[C:5]([N:6]=[CH:7][N:8]2[C@@H:11]2[CH2:15][C@H:14]([CH2:16][OH:17])[CH:13]=[CH:12]2)=[C:4]([N:19]2[CH2:24][CH2:23][O:22][CH2:21][CH2:20]2)[N:3]=1 |f:2.3|. The reactants are CC(=O)O, CCn1c2ccccc2c2cc(C=O)ccc21, O=C(Nc1cccc(C2CCNCC2)c1)C1CC1. The product is CCn1c2ccccc2c2cc(CN3CCC(c4cccc(NC(=O)C5CC5)c4)CC3)ccc21. RXN SMILES: [C:36]([OH:37])(=[O:38])[CH3:39].[CH2:1]([CH3:2])[n:3]1[c:4]2[cH:5][cH:6][cH:7][cH:8][c:9]2[c:10]2[cH:11][c:12]([CH:16]=[O:17])[cH:13][cH:14][c:15]12.[NH:18]1[CH2:19][CH2:20][CH:21]([c:24]2[cH:25][c:26]([NH:30][C:31](=[O:32])[CH:33]3[CH2:34][CH2:35]3)[cH:27][cH:28][cH:29]2)[CH2:22][CH2:23]1>>[CH2:1]([CH3:2])[n:3]1[c:4]2[cH:5][cH:6][cH:7][cH:8][c:9]2[c:10]2[cH:11][c:12]([CH2:16][N:18]3[CH2:19][CH2:20][CH:21]([c:24]4[cH:25][c:26]([NH:30][C:31](=[O:32])[CH:33]5[CH2:34][CH2:35]5)[cH:27][cH:28][cH:29]4)[CH2:22][CH2:23]3)[cH:13][cH:14][c:15]12. Starting materials: COC(C1=CN=CC(=C1)O)=O (5-hydroxy nicotinic acid methyl ester), [H-].[Na+] (sodium hydride), C([O-])(O)=O.[Na+] (sodium bicarbonate), Cl.ClCC=1C=C(OCC2=NC3=CC=CC=C3C=C2)C=CC1 (2-(3-Chloromethyl-phenoxymethyl)-quinoline hydrochloride). The solvent is CN(C)C=O (DMF), C(C)OCC (ethyl ether). Conditions: time 30 minute. Product: N1=C(C=CC2=CC=CC=C12)COC=1C=C(COC=2C=NC=C(C(=O)OC)C2)C=CC1 (Methyl 5-[3-(quinolin-2-ylmethoxy)-benzyloxy]-nicotinate). RXN SMILES: [CH3:1][O:2][C:3](=[O:11])[C:4]1[CH:9]=[C:8]([OH:10])[CH:7]=[N:6][CH:5]=1.[H-].[Na+].Cl.Cl[CH2:16][C:17]1[CH:18]=[C:19]([CH:32]=[CH:33][CH:34]=1)[O:20][CH2:21][C:22]1[CH:31]=[CH:30][C:29]2[C:24](=[CH:25][CH:26]=[CH:27][CH:28]=2)[N:23]=1.C(=O)(O)[O-].[Na+]>CN(C=O)C.C(OCC)C>[N:23]1[C:24]2[C:29](=[CH:28][CH:27]=[CH:26][CH:25]=2)[CH:30]=[CH:31][C:22]=1[CH2:21][O:20][C:19]1[CH:18]=[C:17]([CH:34]=[CH:33][CH:32]=1)[CH2:16][O:10][C:8]1[CH:7]=[N:6][CH:5]=[C:4]([CH:9]=1)[C:3]([O:2][CH3:1])=[O:11] |f:1.2,3.4,5.6|. Procedure: To a solution of 5-hydroxy nicotinic acid methyl ester (200 mg, 1.3 mmol) in DMF (3 mL) is added 60% sodium hydride emulsion (50 mg, 1.2 mmol) and this mixture is stirred 30 minutes. The free base of 2-(3-chloromethyl-phenoxymethyl)-quinoline hydrochloride (350 mg, 1.2 mmol, example 49) is prepard by partioning the material between ethyl ether and sodium bicarbonate and drying the organic phase with magnesium sulfate. A solution of this free base in DMF (2 mL) is added to the alcohol and this mi... Starting materials: Nc1ccc(C=C2C(=O)Nc3ncccc32)cc1, CS(=O)(=O)Cl, c1ccncc1. The product is CS(=O)(=O)Nc1ccc(C=C2C(=O)Nc3ncccc32)cc1. As a reaction SMILES: [NH2:1][c:2]1[cH:3][cH:4][c:5]([CH:6]=[C:7]2[C:8](=[O:16])[NH:9][c:10]3[n:11][cH:12][cH:13][cH:14][c:15]32)[cH:17][cH:18]1.[S:19](=[O:20])(=[O:21])([CH3:22])[Cl:23].[cH:24]1[cH:25][cH:26][n:27][cH:28][cH:29]1>>[NH:1]([c:2]1[cH:3][cH:4][c:5]([CH:6]=[C:7]2[C:8](=[O:16])[NH:9][c:10]3[n:11][cH:12][cH:13][cH:14][c:15]32)[cH:17][cH:18]1)[S:19](=[O:20])(=[O:21])[CH3:22]. Reactants: Cl (HCl), COC1=C(C=CC(=C1)CNCCCNCCCCNCCCN)O.BrN[C@@H](CC1=CNC2=CC=CC=C12)C(=O)O (DL-5 bromotryptophan), COC1=C(C=CC(=C1)CNCCCNCCCCNCCCNCC2=CC(=C(C=C2)O)OC)O.BrN[C@@H](CC1=CNC2=CC=CC=C12)C(=O)O (DL-6 bromotryptophan), C1(=CC=CC=C1)N=C=S (phenyl isothiocyanate). Solvent: CO (methanol), C(C)N(CC)CC (triethylamine), C(C)O (ethanol). Run at time 10 minute. Yields the product BrC1=CC=C2NC=C(C[C@H](N)C(=O)O)C2=C1 (5-bromotryptophan), BrC=1C=C2NC=C(C[C@H](N)C(=O)O)C2=CC1 (6-bromotryptophan). Reaction SMILES: COC1C=C(CNCCCNCCCCNCCCN)C=CC=1O.[Br:25][NH:26][C@H:27]([C:38]([OH:40])=[O:39])[CH2:28][C:29]1[C:37]2[C:32](=[CH:33][CH:34]=[CH:35][CH:36]=2)[NH:31][CH:30]=1.COC1C=C(CNCCCNCCCCNCCCNCC2C=CC(O)=C(OC)C=2)C=CC=1O.[Br:75][NH:76][C@H:77]([C:88]([OH:90])=[O:89])[CH2:78][C:79]1[C:87]2[C:82](=[CH:83][CH:84]=[CH:85][CH:86]=2)[NH:81][CH:80]=1.C1(N=C=S)C=CC=CC=1.Cl>CO.C(N(CC)CC)C.C(O)C>[Br:75][C:35]1[CH:36]=[C:37]2[C:32]([NH:31][CH:30]=[C:29]2[CH2:28][C@@H:27]([C:38]([OH:40])=[O:39])[NH2:26])=[CH:33][CH:34]=1.[Br:25][C:84]1[CH:83]=[C:82]2[C:87](=[CH:86][CH:85]=1)[C:79]([CH2:78][C@@H:77]([C:88]([OH:90])=[O:89])[NH2:76])=[CH:80][NH:81]2 |f:0.1,2.3|. Reported procedure: To 200 nmols of DL-5-bromotryptophan or DL-6-bromotryptophan, 20 μl of ethanol:triethylamine:DW:phenyl isothiocyanate (sigma)=7:1:1:1 was added. The mixture was reacted at room temperature for 20 minutes. After drying, 50 μl of TFA was added thereto. The mixture was reacted at 50° C. for 10 minutes. After during, 50 μl of HCl: methanol=1:1 was added thereto, followed by reacting at 50° C. for 10 minutes. The reaction mixture was purified on reverse phase HPLC to give the PTH derivative of 5-brom... As a reaction SMILES: [Cl:1][C:2]1[S:6][C:5]([S:7](Cl)(=[O:9])=[O:8])=[CH:4][CH:3]=1.BrC1SC(S(Cl)(=O)=O)=CC=1.[CH2:21]1[CH2:26][CH2:25][CH:24]([C@H:27]([NH2:31])[C:28](O)=[O:29])[CH2:23][CH2:22]1.CC(C1C=CC=CC=1)C(C(O)=O)N.N[C@H](C(O)=O)[C@@H](CC)C>>[Cl:1][C:2]1[S:6][C:5]([S:7]([NH:31][C@@H:27]([CH:24]2[CH2:25][CH2:26][CH2:21][CH2:22][CH2:23]2)[CH2:28][OH:29])(=[O:9])=[O:8])=[CH:4][CH:3]=1. Reactants: ClC1=CC=C(S1)S(=O)(=O)Cl (5-chlorothiophene-2-sulfonyl chloride), CC(C(N)C(=O)O)C1=CC=CC=C1 (β-methyl-DL-phenylalanine), N[C@@H]([C@H](C)CC)C(=O)O (L-allo-isoleucine), BrC1=CC=C(S1)S(=O)(=O)Cl (5-bromothiophene-2-sulfonyl chloride), C1CCC(CC1)[C@@H](C(=O)O)N (L-cyclohexylglycine). Product: ClC1=CC=C(S1)S(=O)(=O)N[C@H](CO)C1CCCCC1 (5-Chloro-N-[(1S)-1-cyclohexyl-2-hydroxyethyl]thiophene-2-sulfonamide). Reported procedure: The following compounds (Examples 12-17, Table 4) were prepared using 5-chlorothiophene-2-sulfonyl chloride, and 5-bromothiophene-2-sulfonyl chloride with L-cyclohexylglycine, β-methyl-DL-phenylalanine, and L-allo-isoleucine and following the procedure outlined in Example 12. Reactants: Cl (hydrochloric acid), FC1=CC=C(C=C1)C1=NN(C=C1CCC(=O)OCC)CC1=CC=C(C=C1)OCC1=NC2=CC=CC=C2C=C1 (ethyl 3-[3-(4-fluorophenyl)-1-[4-(2-quinolylmethoxy)benzyl]-1H-pyrazol-4-yl]propionate), [OH-].[Na+] (sodium hydroxide), O1CCCC1 (tetrahydrofuran). Solvent: C(C)O (ethanol). Run at time 2 hour. Product: FC1=CC=C(C=C1)C1=NN(C=C1CCC(=O)O)CC1=CC=C(C=C1)OCC1=NC2=CC=CC=C2C=C1 (3-[3-(4-fluorophenyl)-1-[4-(2-quinolylmethoxy)benzyl]-1H-pyrazol-4-yl]propionic acid). Yield: 92.9%. RXN SMILES: [F:1][C:2]1[CH:7]=[CH:6][C:5]([C:8]2[C:12]([CH2:13][CH2:14][C:15]([O:17]CC)=[O:16])=[CH:11][N:10]([CH2:20][C:21]3[CH:26]=[CH:25][C:24]([O:27][CH2:28][C:29]4[CH:38]=[CH:37][C:36]5[C:31](=[CH:32][CH:33]=[CH:34][CH:35]=5)[N:30]=4)=[CH:23][CH:22]=3)[N:9]=2)=[CH:4][CH:3]=1.[OH-].[Na+].O1CCCC1.Cl>C(O)C>[F:1][C:2]1[CH:7]=[CH:6][C:5]([C:8]2[C:12]([CH2:13][CH2:14][C:15]([OH:17])=[O:16])=[CH:11][N:10]([CH2:20][C:21]3[CH:26]=[CH:25][C:24]([O:27][CH2:28][C:29]4[CH:38]=[CH:37][C:36]5[C:31](=[CH:32][CH:33]=[CH:34][CH:35]=5)[N:30]=4)=[CH:23][CH:22]=3)[N:9]=2)=[CH:4][CH:3]=1 |f:1.2|. Procedure details: After a mixture of ethyl 3-[3-(4-fluorophenyl)-1-[4-(2-quinolylmethoxy)benzyl]-1H-pyrazol-4-yl]propionate (1150 mg), 1N aqueous sodium hydroxide solution (5 ml), tetrahydrofuran (10 ml) and ethanol (10 ml) was stirred at room temperature for 2 hours, 1 N hydrochloric acid (5 ml) was added to the mixture, and then the mixture was extracted with ethyl acetate. The ethyl acetate layer was washed with saturated aqueous sodium chloride solution, dried (MgSO4) and concentrated. The resulting colorless... Solvent: C(C)(=O)OC(C)=O (acetic anhydride). The yield is 191.9%. Reaction SMILES: [O-][N+:2]1[CH:7]=[CH:6][CH:5]=[C:4]([N:8]2[C:12]3[C:13]4[CH:14]=[CH:15][CH:16]=[CH:17][C:18]=4[S:19](=[O:22])(=[O:21])[CH2:20][C:11]=3[C:10]([C:23]([O:25][CH2:26][CH3:27])=[O:24])=[N:9]2)[CH:3]=1>C(OC(=O)C)(=O)C>[C:23]([O:25][CH2:26][C:7]1[N:2]=[CH:3][C:4]([N:8]2[C:12]3[C:13]4[CH:14]=[CH:15][CH:16]=[CH:17][C:18]=4[S:19](=[O:22])(=[O:21])[CH2:20][C:11]=3[C:10]([C:23]([O:25][CH2:26][CH3:27])=[O:24])=[N:9]2)=[CH:5][CH:6]=1)(=[O:24])[CH3:10]. Reported procedure: A solution of ethyl 1-(1-oxidopyridin-3-yl)-1,4-dihydrothiochromeno[4,3-c]pyrazole-3-carboxylate 5,5-dioxide (637 mg) in acetic anhydride (30 mL) is heated to 130° C. for 2 h under nitrogen. After completion of the reaction, the reaction mass is concentrated under reduced pressure and triturated in water, filtered and dried to afford 700 mg (99%) of the title compound. MS (ESI+): 442.0. The reactants are [O-][N+]1=CC(=CC=C1)N1N=C(C2=C1C=1C=CC=CC1S(C2)(=O)=O)C(=O)OCC (ethyl 1-(1-oxidopyridin-3-yl)-1,4-dihydrothiochromeno[4,3-c]pyrazole-3-carboxylate 5,5-dioxide). The product is C(C)(=O)OCC1=CC=C(C=N1)N1N=C(C2=C1C=1C=CC=CC1S(C2)(=O)=O)C(=O)OCC (Ethyl 1-{6-[(acetyloxy)methyl]pyridin-3-yl}-1,4-dihydrothiochromeno[4,3-c]pyrazole-3-carboxylate 5,5-dioxide).